From a dataset of the Open Reaction Database (ORD), a public repository of structured organic reaction records. describe an organic reaction: reactants, conditions, products, and yield Reactants: [OH-].[Na+] (sodium hydroxide), Cl (HCl), [C-]#N.[Na+] (sodium cyanide), [Cl-] (chloride), ClCl (chlorine), C(C1=CC=CC=C1)=NO (benzaldoxime). Solvent: C(Cl)(Cl)(Cl)Cl (carbon tetrachloride), C(Cl)(Cl)(Cl)Cl (carbon tetrachloride), O (water), C(Cl)(Cl)(Cl)Cl (carbon tetrachloride). The product is N(O)=C(C#N)C1=CC=CC=C1 (α-oximinophenylacetonitrile), II. Reaction SMILES: [CH:1](=[N:8][OH:9])[C:2]1[CH:7]=[CH:6][CH:5]=[CH:4][CH:3]=1.ClCl.[C-:12]#[N:13].[Na+].[Cl-].[OH-].[Na+].Cl>C(Cl)(Cl)(Cl)Cl.O>[N:8](=[C:1]([C:2]1[CH:7]=[CH:6][CH:5]=[CH:4][CH:3]=1)[C:12]#[N:13])[OH:9] |f:2.3,5.6|. Procedure: To 9.07 g (75 mmol) of benzaldoxime in 25 ml of carbon tetrachloride is added dropwise, at 5°, a solution of 45 ml of carbon tetrachloride saturated with 5.6 g (79 mmol) of chlorine gas. The mixture is stirred for 1 hourin an ice bath and then excess chlorine is removed by vacuum. A saturated solution of 7.35 g (150 mmol) of sodium cyanide in water is added dropwise, at 0°, to the thus-prepared phenhydroxamoyl chloride (I; R is phenyl, X is chloro). The mixture is stirred for 2 hours as it is al...